This data is from the Open Reaction Database (ORD), a public repository of structured organic reaction records. The task is: describe an organic reaction: reactants, conditions, products, and yield Reactants: C(C)(C)(C)OC(=O)N1[C@@H](CC(C1)=NOC(C)(C)C)C(=O)O ((2S,4EZ)-1-(tert-butoxycarbonyl)-4-(tert-butoxyimino)-2-pyrrolidinecarboxylic acid), ClC1=CC(=CC(=C1)N=C=O)Cl (1,3-dichloro-5-isocyanatobenzene), C1(CC1)N (cyclopropylamine). Product: C(C)(C)(C)ON=C1C[C@H](N(C1)C(=O)NC1=CC(=CC(=C1)Cl)Cl)C(=O)NC1CC1 ((2S,4EZ)-4-(tert-butoxyimino)-N2-cyclopropyl-N1-(3,5-dichlorophenyl)-1,2-pyrrolidinedicarboxamide). RXN SMILES: C(O[C:6]([N:8]1[CH2:12][C:11](=[N:13][O:14][C:15]([CH3:18])([CH3:17])[CH3:16])[CH2:10][C@H:9]1[C:19]([OH:21])=O)=[O:7])(C)(C)C.[Cl:22][C:23]1[CH:28]=[C:27]([N:29]=C=O)[CH:26]=[C:25]([Cl:32])[CH:24]=1.[CH:33]1([NH2:36])[CH2:35][CH2:34]1>>[C:15]([O:14][N:13]=[C:11]1[CH2:12][N:8]([C:6]([NH:29][C:27]2[CH:28]=[C:23]([Cl:22])[CH:24]=[C:25]([Cl:32])[CH:26]=2)=[O:7])[C@H:9]([C:19]([NH:36][CH:33]2[CH2:35][CH2:34]2)=[O:21])[CH2:10]1)([CH3:16])([CH3:17])[CH3:18]. Procedure details: Following the general method as outlined in Example 22, starting from (2S,4EZ)-1-(tert-butoxycarbonyl)-4-(tert-butoxyimino)-2-pyrrolidinecarboxylic acid, 1,3-dichloro-5-isocyanatobenzene, and cyclopropylamine the title compound was obtained in 48% purity by LC/MS. MS(ESI+): m/z=427.6. Reactants: CCc1cc(-n2cccc2)c(C)nc1OC, CC#N, C[Si](C)(C)Cl, [I-], [Na+], O. Product: CCc1cc(-n2cccc2)c(C)[nH]c1=O. As a reaction SMILES: [CH2:1]([CH3:2])[c:3]1[c:4]([O:15][CH3:16])[n:5][c:6]([CH3:14])[c:7](-[n:9]2[cH:10][cH:11][cH:12][cH:13]2)[cH:8]1.[CH3:19][C:20]#[N:21].[Cl:22][Si:23]([CH3:24])([CH3:25])[CH3:26].[I-:18].[Na+:17].[OH2:27]>>[CH2:1]([CH3:2])[c:3]1[c:4](=[O:15])[nH:5][c:6]([CH3:14])[c:7](-[n:9]2[cH:10][cH:11][cH:12][cH:13]2)[cH:8]1. The reactants are ClC1=C(C=NC2=CC=C(C=C12)OC)C(=O)OCC (ethyl 4-chloro-6-methoxyquinolin-3-carboxylate), FC1=CC=C(C=C1)NN (p-fluorophenylhydrazine), C1(=CC=CC=C1)OC1=CC=CC=C1.C1(=CC=CC=C1)C1=CC=CC=C1 (diphenyl ether biphenyl). Run in C(C)OCC (diethyl ether). The product is 2-(p-fluorophenyl)-8-methoxypyrazolo, Cl.N1=CC(C=C2CC=CC=C12)=O (quinolin-3(5H)-one hydrochloride). As a reaction SMILES: [Cl:1][C:2]1[C:11]2[C:6](=[CH:7][CH:8]=[C:9](OC)[CH:10]=2)[N:5]=[CH:4][C:3]=1C(OCC)=O.FC1C=CC(NN)=CC=1.C1([O:34]C2C=CC=CC=2)C=CC=CC=1.C1(C2C=CC=CC=2)C=CC=CC=1>C(OCC)C>[ClH:1].[N:5]1[C:6]2[C:11]([CH2:10][CH:9]=[CH:8][CH:7]=2)=[CH:2][C:3](=[O:34])[CH:4]=1 |f:2.3,5.6|. Reported procedure: The mixture of 2.7 g of ethyl 4-chloro-6-methoxyquinolin-3-carboxylate, 1.4 g of p-fluorophenylhydrazine and 20 ml of eutectic diphenyl ether-biphenyl is heated to 160°-165° for 4 hours, then cooled to room temperature and diluted with diethyl ether. The precipitated crystalline product is collected, washed thoroughly with diethyl ether and dried, to yield the 2-(p-fluorophenyl)-8-methoxypyrazolo]4,3-c]quinolin-3(5H)-one hydrochloride melting at 322°-324°. Reactants: ( 5 ), CC1=CC=C(C=C1)S(=O)(=O)OCC1OC2=CC(=CC=C2CC1)S(=O)(=O)C ([7-(methylsulfonyl)-3,4-dihydro-2H-chromen-2-yl]methyl 4-methylbenzenesulfonate), ( 6 ), CNCCC (N-methylpropan-1-amine), ( 5 ), ( 7 ). Solvent: C(C)#N (ACN). Yields the product CN(CCC)CC1OC2=CC(=CC=C2CC1)S(=O)(=O)C (N-METHYL-N-{[7-(METHYLSULFONYL)-3,4-DIHYDRO-2H-CHROMEN-2-YL]METHYL}PROPAN-1-AMINE). RXN SMILES: CC1C=CC(S(O[CH2:12][CH:13]2[CH2:22][CH2:21][C:20]3[C:15](=[CH:16][C:17]([S:23]([CH3:26])(=[O:25])=[O:24])=[CH:18][CH:19]=3)[O:14]2)(=O)=O)=CC=1.[CH3:27][NH:28][CH2:29][CH2:30][CH3:31]>C(#N)C>[CH3:27][N:28]([CH2:12][CH:13]1[CH2:22][CH2:21][C:20]2[C:15](=[CH:16][C:17]([S:23]([CH3:26])(=[O:24])=[O:25])=[CH:18][CH:19]=2)[O:14]1)[CH2:29][CH2:30][CH3:31]. Reported procedure: Preparation according to Example 25: [7-(methylsulfonyl)-3,4-dihydro-2H-chromen-2-yl]methyl 4-methylbenzenesulfonate (0.020 g, 0.0504 mmol), N-methylpropan-1-amine (N—,N—) (0.5 ml), ACN (3 ml). MS m/z (rel. intensity, 70 eV) 297 (M+, 2), 131 (5), 87 (6), 86 (bp), 77 (5), 58 (7). The reactants are O=C(O)c1ccc(Br)s1, NCc1ccccc1C(F)(F)F. The reagents and catalysts are CCN=C=NCCCN(C)C.Cl (EDC-HCl), CN1CCOCC1 (NMM), C1CC(=O)N(C1=O)O (N-Hydroxysuccinimide). Solvent: CN(C)C=O (DMF), CN(C)C=O (DMF), CN(C)C=O (DMF), CN(C)C=O (DMF), CN(C)C=O (DMF), CN(C)C=O (DMF). Conditions: temperature 25 celsius, time 2 hour. Yields the product O=C(NCc1ccccc1C(F)(F)F)c1ccc(Br)s1. The yield is 80.3%. Reaction SMILES: NCc1ccccc1C(F)(F)F.O=C(O)c1ccc(Br)s1.CCN=C=NCCCN(C)C.Cl.C1CC(=O)N(C1=O)O.CN1CCOCC1.CN(C)C=O>>O=C(NCc1ccccc1C(F)(F)F)c1ccc(Br)s1.